From a dataset of the Open Reaction Database (ORD), a public repository of structured organic reaction records. describe an organic reaction: reactants, conditions, products, and yield Product: ClC=1C(=CC(NC1)=O)C1=C(C=CC(=C1)Cl)C(F)(F)F (5-Chloro-4-[5-chloro-2-(trifluoromethyl)phenyl]pyridin-2(1H)-one). Procedure: 193 mg (purity 93%, 0.56 mmol) of 5-chloro-4-[5-chloro-2-(trifluoromethyl)phenyl]-2-methoxypyridine and pyridinium hydrochloride were reacted according to General Method 3A. Yield: 123 mg (72% of theory) As a reaction SMILES: [Cl:1][C:2]1[C:3]([C:10]2[CH:15]=[C:14]([Cl:16])[CH:13]=[CH:12][C:11]=2[C:17]([F:20])([F:19])[F:18])=[CH:4][C:5]([O:8]C)=[N:6][CH:7]=1.Cl.[NH+]1C=CC=CC=1>>[Cl:1][C:2]1[C:3]([C:10]2[CH:15]=[C:14]([Cl:16])[CH:13]=[CH:12][C:11]=2[C:17]([F:18])([F:19])[F:20])=[CH:4][C:5](=[O:8])[NH:6][CH:7]=1 |f:1.2|. Reactants: ClC=1C(=CC(=NC1)OC)C1=C(C=CC(=C1)Cl)C(F)(F)F (5-chloro-4-[5-chloro-2-(trifluoromethyl)phenyl]-2-methoxypyridine), Cl.[NH+]1=CC=CC=C1 (pyridinium hydrochloride). The reactants are ClC=1C=C(C=C(C1)Cl)S(=O)(=O)NC=1C=C(C(=O)NC2=CC=C(C(=O)O)C=C2)C=C(C1OC)OC (4-[3-(3,5-Dichloro-benzenesulfonylamino)-4,5-dimethoxy-benzoylamino]-benzoic acid), ClC=1C=C(C=C(C1)Cl)S(=O)(=O)Cl (3,5-dichloro-benzenesulfonyl chloride). Product: C(C)OC(C1=CC=C(C=C1)NC(C1=CC(=C(C(=C1)OC)OC)NS(=O)(=O)C1=CC(=CC(=C1)Cl)Cl)=O)=O (4-[3-(3,5-dichloro-benzenesulfonylamino)-4,5-dimethoxy-benzoylamino]-benzoic acid ethyl ester). RXN SMILES: [Cl:1][C:2]1[CH:3]=[C:4]([S:9]([NH:12][C:13]2[CH:14]=[C:15]([CH:28]=[C:29]([O:33][CH3:34])[C:30]=2[O:31][CH3:32])[C:16]([NH:18][C:19]2[CH:27]=[CH:26][C:22]([C:23]([OH:25])=[O:24])=[CH:21][CH:20]=2)=[O:17])(=[O:11])=[O:10])[CH:5]=[C:6]([Cl:8])[CH:7]=1.Cl[C:36]1C=C(S(Cl)(=O)=O)C=C(Cl)[CH:41]=1>>[CH2:36]([O:24][C:23](=[O:25])[C:22]1[CH:21]=[CH:20][C:19]([NH:18][C:16](=[O:17])[C:15]2[CH:28]=[C:29]([O:33][CH3:34])[C:30]([O:31][CH3:32])=[C:13]([NH:12][S:9]([C:4]3[CH:3]=[C:2]([Cl:1])[CH:7]=[C:6]([Cl:8])[CH:5]=3)(=[O:11])=[O:10])[CH:14]=2)=[CH:27][CH:26]=1)[CH3:41]. Reported procedure: 4-[3-(3,5-Dichloro-benzenesulfonylamino)-4,5-dimethoxy-benzoylamino]-benzoic acid, MS (ISP): m/e=523.1 (M−H), was prepared in analogy to example 31, steps A to D. Step C was performed using 3,5-dichloro-benzenesulfonyl chloride and yielded 4-[3-(3,5-dichloro-benzenesulfonylamino)-4,5-dimethoxy-benzoylamino]-benzoic acid ethyl ester, which was hydrolyzed in step D. Reactants: CC(=O)O[BH-](OC(C)=O)OC(C)=O, C=O, Cc1ncc(C2=CCNCC2(C)C)cc1[N+](=O)[O-], ClCCl, [Na+]. Product: Cc1ncc(C2=CCN(C)CC2(C)C)cc1[N+](=O)[O-]. As a reaction SMILES: [C:21]([O:22][BH-:23]([O:24][C:25](=[O:26])[CH3:27])[O:28][C:29](=[O:30])[CH3:31])(=[O:32])[CH3:33].[CH2:19]=[O:20].[CH3:1][C:2]1([CH3:18])[CH2:3][NH:4][CH2:5][CH:6]=[C:7]1[c:8]1[cH:9][n:10][c:11]([CH3:17])[c:12]([N+:14](=[O:15])[O-:16])[cH:13]1.[Cl:35][CH2:36][Cl:37].[Na+:34]>>[CH3:1][C:2]1([CH3:18])[CH2:3][N:4]([CH3:21])[CH2:5][CH:6]=[C:7]1[c:8]1[cH:9][n:10][c:11]([CH3:17])[c:12]([N+:14](=[O:15])[O-:16])[cH:13]1. RXN SMILES: [CH3:1][O:2][C:3]1[C:12]2[C:7](=[CH:8][CH:9]=[CH:10][CH:11]=2)[CH:6]=[CH:5][C:4]=1/[CH:13]=[CH:14]/[C:15]1[CH:16]=[C:17]([CH2:21][CH2:22][CH2:23][N:24]2C(=O)C3C(=CC=CC=3)C2=O)[CH:18]=[CH:19][CH:20]=1>CO>[CH3:1][O:2][C:3]1[C:12]2[C:7](=[CH:8][CH:9]=[CH:10][CH:11]=2)[CH:6]=[CH:5][C:4]=1/[CH:13]=[CH:14]/[C:15]1[CH:16]=[C:17]([CH2:21][CH2:22][CH2:23][NH2:24])[CH:18]=[CH:19][CH:20]=1. Solvent: CO (MeOH). Starting materials: COC1=C(C=CC2=CC=CC=C12)/C=C/C=1C=C(C=CC1)CCCN1C(C2=CC=CC=C2C1=O)=O ((E)-2-(3-(3-(2-(1-methoxynaphthalen-2-yl)vinyl)phenyl)propyl)isoindoline-1,3-dione). Product: COC1=C(C=CC2=CC=CC=C12)/C=C/C=1C=C(C=CC1)CCCN ((E)-3-(3-(2-(1-methoxynaphthalen-2-yl)vinyl)phenyl)propan-1-amine). Procedure: (E)-2-(3-(3-(2-(1-methoxynaphthalen-2-yl)vinyl)phenyl)propyl)isoindoline-1,3-dione was deprotected following the method used in Example 76 except that the reaction was conducted in MeOH at room temperature for 2 h. The reaction was concentrated under reduced pressure. The white solid was washed with diethyl ether and the decanted solution was concentrated under reduced pressure. The residue was purified by preparative thin layer chromatography on silica gel (1:10:89 NH4OH:MeOH:CH2Cl2) to give Ex... Reactants: [OH-].[Na+] (sodium hydroxide), O.C(C1=CC=CC=C1)=O (water benzaldehyde), C(C1=CC=CC=C1)=O (benzaldehyde), [OH-].[Na+] (sodium hydroxide), O.C(C1=CC=CC=C1)=O (water benzaldehyde), C(C=CC1=CC=CC=C1)=O (cinnamaldehyde). The solvent is O (water). Reaction conditions: temperature 105 celsius, time 1 hour. The product is C(C1=CC=CC=C1)=O (benzaldehyde), C(C=CC1=CC=CC=C1)=O (cinnamaldehyde), terpenes, COC1=C(C=O)C=CC=C1 (orthomethoxybenzaldehyde), C(C)=O (acetaldehyde). As a reaction SMILES: [OH-].[Na+].[CH:3](=[O:12])[CH:4]=[CH:5][C:6]1[CH:11]=[CH:10][CH:9]=[CH:8][CH:7]=1.[CH:13](=[O:20])[C:14]1[CH:19]=[CH:18][CH:17]=[CH:16][CH:15]=1.O.[CH:22](=[O:29])[C:23]1[CH:28]=[CH:27][CH:26]=[CH:25][CH:24]=1>O>[CH:13](=[O:20])[C:14]1[CH:19]=[CH:18][CH:17]=[CH:16][CH:15]=1.[CH:3](=[O:12])[CH:4]=[CH:5][C:6]1[CH:11]=[CH:10][CH:9]=[CH:8][CH:7]=1.[CH3:3][O:12][C:24]1[CH:25]=[CH:26][CH:27]=[CH:28][C:23]=1[CH:22]=[O:29].[CH:3](=[O:12])[CH3:4] |f:0.1,4.5|. Procedure: The above prepared sodium hydroxide solution was then added to the cassia oil and introduced into the pot of the still. The pot was equipped with a stirrer. Using pressurized steam and vigorous stirring, the pot was heated to reflux with a pot temperature of 105° C. Reflux was established with a column head temperature of about 99° C. Once reflux was established, it was continued for about 1 hour. During the course of the conversion of the cinnamaldehyde in the cassia oil to benzaldehyde, pH was...